Dataset: the Open Reaction Database (ORD), a public repository of structured organic reaction records. Task: describe an organic reaction: reactants, conditions, products, and yield Starting materials: N1=C2C(=CC=C1)C(OC2)=O (furo[3,4-b]pyridin-5(7H)-one), N1=CC=C(C=C1)C=O (4-pyridinecarbaldehyde), solution, C[O-].[Na+] (sodium methylate), N#N (N2). Solvent: CO (methanol), C(CC)(=O)OCC (ethyl propionate), CO (methanol), O (water). Product: N1=CC=C(C=C1)C1C(C=2C=CC=NC2C1=O)=O (6-(Pyridin-4-yl)-[1]pyrindin-5,7-dione). As a reaction SMILES: [N:1]1[CH:6]=[CH:5][CH:4]=[C:3]2[C:7](=[O:10])[O:8][CH2:9][C:2]=12.[N:11]1[CH:16]=[CH:15][C:14]([CH:17]=O)=[CH:13][CH:12]=1.C[O-].[Na+].N#N>CO.C(OCC)(=O)CC.O>[N:11]1[CH:16]=[CH:15][C:14]([CH:17]2[C:9](=[O:8])[C:2]3[N:1]=[CH:6][CH:5]=[CH:4][C:3]=3[C:7]2=[O:10])=[CH:13][CH:12]=1 |f:2.3|. Reported procedure: To a suspension of 20.27 g (150 mmol) furo[3,4-b]pyridin-5(7H)-one (for preparation see Synthesis 1997, 113) and 14.13 ml (150 mmol) 4-pyridinecarbaldehyde in 120 ml methanol and 75 ml ethyl propionate, 27.8 ml (150 mmol) of a 5.4 M solution of sodium methylate in methanol is added dropwise under ice cooling (and N2 atmosphere). The mixture is heated for 15 min to RT and then for 2 h to reflux temperature. The suspension temporarily goes into solution before a solid forms again. After cooling, 1... Yields the product COc1ccc(C(=O)c2ccccc2)cc1. Starting materials: [Al+3], O=C(Cl)c1ccccc1, COc1ccccc1, [Cl-], [Cl-], [Cl-], [Cl-], CC(Cl)Cl, [Li+]. RXN SMILES: [Al+3:4].[C:15]([c:16]1[cH:17][cH:18][cH:19][cH:20][cH:21]1)(=[O:22])[Cl:23].[CH3:7][O:8][c:9]1[cH:10][cH:11][cH:12][cH:13][cH:14]1.[Cl-:2].[Cl-:3].[Cl-:5].[Cl-:6].[Cl:24][CH:25]([Cl:26])[CH3:27].[Li+:1]>>[CH3:7][O:8][c:9]1[cH:10][cH:11][c:12]([C:15]([c:16]2[cH:17][cH:18][cH:19][cH:20][cH:21]2)=[O:22])[cH:13][cH:14]1.